This data is from the Open Reaction Database (ORD), a public repository of structured organic reaction records. The task is: describe an organic reaction: reactants, conditions, products, and yield Reaction SMILES: [C:30]([CH3:31])([CH3:32])([CH3:33])[O:34][C:35]([CH2:36][NH2:37])=[O:38].[CH2:39]1[O:40][CH2:41][CH2:42][O:43][CH2:44]1.[CH:1]([N:2]([CH2:3][CH3:4])[CH:5]([CH3:6])[CH3:7])([CH3:8])[CH3:9].[ClH:29].[OH:10][C:11]1=[C:20]([C:21]([O:23][CH2:22][CH3:24])=[O:25])[C:19](=[O:26])[C:18]([CH3:27])([CH3:28])[c:17]2[c:12]1[cH:13][cH:14][cH:15][n:16]2>>[OH:10][C:11]1=[C:20]([C:21](=[O:23])[NH:37][CH2:36][C:35]([O:34][C:30]([CH3:31])([CH3:32])[CH3:33])=[O:38])[C:19](=[O:26])[C:18]([CH3:27])([CH3:28])[c:17]2[c:12]1[cH:13][cH:14][cH:15][n:16]2. Starting materials: CC(C)(C)OC(=O)CN, C1COCCO1, CCN(C(C)C)C(C)C, Cl, CCOC(=O)C1=C(O)c2cccnc2C(C)(C)C1=O. Yields the product CC(C)(C)OC(=O)CNC(=O)C1=C(O)c2cccnc2C(C)(C)C1=O. The reactants are NC=1C=C(OC=2C=CC=3N(N2)C=C(N3)NC(=O)C3CC3)C=CC1 (N-[6-(3-aminophenoxy)imidazo[1,2-b]pyridazin-2-yl]cyclopropanecarboxamide), Cl.C(C)N=C=NCCCN(C)C (1-ethyl-3-(3-dimethylaminopropyl)carbodiimide hydrochloride), FC1=C(C(=O)O)C=C(C=C1)C(F)(F)F (2-fluoro-5-(trifluoromethyl)benzoic acid), ON1N=NC2=C1C=CC=C2 (1-hydroxybenzotriazole). The solvent is CN(C=O)C (N,N-dimethylformamide). The product is C1(CC1)C(=O)NC=1N=C2N(N=C(C=C2)OC=2C=C(C=CC2)NC(C2=C(C=CC(=C2)C(F)(F)F)F)=O)C1 (N-[3-({2-[(cyclopropylcarbonyl)amino]imidazo[1,2-b]pyridazin-6-yl}oxy)phenyl]-2-fluoro-5-(trifluoromethyl)benzamide). Yield: 39.6%. Reaction SMILES: [NH2:1][C:2]1[CH:3]=[C:4]([CH:21]=[CH:22][CH:23]=1)[O:5][C:6]1[CH:7]=[CH:8][C:9]2[N:10]([CH:12]=[C:13]([NH:15][C:16]([CH:18]3[CH2:20][CH2:19]3)=[O:17])[N:14]=2)[N:11]=1.[F:24][C:25]1[CH:33]=[CH:32][C:31]([C:34]([F:37])([F:36])[F:35])=[CH:30][C:26]=1[C:27](O)=[O:28].ON1C2C=CC=CC=2N=N1.Cl.C(N=C=NCCCN(C)C)C>CN(C)C=O>[CH:18]1([C:16]([NH:15][C:13]2[N:14]=[C:9]3[CH:8]=[CH:7][C:6]([O:5][C:4]4[CH:3]=[C:2]([NH:1][C:27](=[O:28])[C:26]5[CH:30]=[C:31]([C:34]([F:35])([F:36])[F:37])[CH:32]=[CH:33][C:25]=5[F:24])[CH:23]=[CH:22][CH:21]=4)=[N:11][N:10]3[CH:12]=2)=[O:17])[CH2:20][CH2:19]1 |f:3.4|. Reported procedure: Using N-[6-(3-aminophenoxy)imidazo[1,2-b]pyridazin-2-yl]cyclopropanecarboxamide (309 mg, 1.00 mmol), 2-fluoro-5-(trifluoromethyl)benzoic acid (312 mg, 1.50 mmol), 1-hydroxybenzotriazole (203 mg, 1.50 mmol), 1-ethyl-3-(3-dimethylaminopropyl)carbodiimide hydrochloride (288 mg, 1.50 mmol) and N,N-dimethylformamide (5.0 mL) as starting materials and in the same manner as in Example 106, the title compound (198 mg, 40%) was obtained as a white powder. Starting materials: Cl.N[C@@H]1C(N(CC1)CC=1C=C(SC1)C#N)=O (4-(3-(S)-amino-2-oxo-pyrrolidin-1-ylmethyl)-thiophene-2carbonitrile hydrochloride), ClC1=CC=C2C(=N1)C=C(S2)S(=O)(=O)Cl (5-chlorothieno[3,2-b]pyridine-2-sulfonyl chloride). Product: C(#N)C1=CC(=CS1)CN1C([C@H](CC1)NS(=O)(=O)C1=CC2=NC(=CC=C2S1)Cl)=O (5-Chlorothieno[3,2-b]pyridine-2-sulfonic acid [1-(5-cyanothiophen-3-ylmethyl)-2-oxo-pyrrolidin-3-(S)-yl]-amide). RXN SMILES: Cl.[NH2:2][C@H:3]1[CH2:7][CH2:6][N:5]([CH2:8][C:9]2[CH:10]=[C:11]([C:14]#[N:15])[S:12][CH:13]=2)[C:4]1=[O:16].[Cl:17][C:18]1[N:23]=[C:22]2[CH:24]=[C:25]([S:27](Cl)(=[O:29])=[O:28])[S:26][C:21]2=[CH:20][CH:19]=1>>[C:14]([C:11]1[S:12][CH:13]=[C:9]([CH2:8][N:5]2[CH2:6][CH2:7][C@H:3]([NH:2][S:27]([C:25]3[S:26][C:21]4[C:22](=[N:23][C:18]([Cl:17])=[CH:19][CH:20]=4)[CH:24]=3)(=[O:28])=[O:29])[C:4]2=[O:16])[CH:10]=1)#[N:15] |f:0.1|. Procedure: The title compound is prepared from 4-(3-(S)-amino-2-oxo-pyrrolidin-1-ylmethyl)-thiophene-2carbonitrile hydrochloride as described in EXAMPLE 1, Part E using 5-chlorothieno[3,2-b]pyridine-2-sulfonyl chloride in place of benzo[b]thiophene-2-sulfonyl chloride. The product is triturated with Et2O/CH2Cl2 /hexanes to give a white solid. The reactants are Cl.N1=CC=CC=C1 (pyridine hydrochloride), C(CCC)(OC)(OC)OC (trimethyl orthobutyrate), NC=1C=2N(C(=C(C1NCCCC(=O)OCC)C)C)N=NN2 (ethyl 4-[(8-amino-5,6-dimethyltetraazolo[1,5-a]pyridin-7-yl)amino]butanoate). Solvent: C1(=CC=CC=C1)C (toluene). The product is CC1=C(C2=C(C=3N1N=NN3)N=C(N2CCCC(=O)OCC)CCC)C (ethyl 4-(5,6-dimethyl-8-propyl-7H-imidazo[4,5-c]tetraazolo[1,5-a]pyridin-7-yl)butanoate). Yield: 150.2%. RXN SMILES: Cl.N1C=[CH:6][CH:5]=[CH:4][CH:3]=1.C(OC)(OC)(OC)CCC.[NH2:18][C:19]1[C:20]2[N:21]([N:36]=[N:37][N:38]=2)[C:22]([CH3:35])=[C:23]([CH3:34])[C:24]=1[NH:25][CH2:26][CH2:27][CH2:28][C:29]([O:31][CH2:32][CH3:33])=[O:30]>C1(C)C=CC=CC=1>[CH3:35][C:22]1[N:21]2[N:36]=[N:37][N:38]=[C:20]2[C:19]2[N:18]=[C:3]([CH2:4][CH2:5][CH3:6])[N:25]([CH2:26][CH2:27][CH2:28][C:29]([O:31][CH2:32][CH3:33])=[O:30])[C:24]=2[C:23]=1[CH3:34] |f:0.1|. Reported procedure: For Examples 40 and 41, pyridine hydrochloride (1.34 g, 11.6 mmol) and trimethyl orthobutyrate (5.42 mL, 34.1 mmol) were sequentially added with stirring to a solution of ethyl 4-[(8-amino-5,6-dimethyltetraazolo[1,5-a]pyridin-7-yl)amino]butanoate (9.1 g, 31 mmol) in toluene (310 mL) under a nitrogen atmosphere. The reaction was heated at reflux for 1.5 hours, allowed to cool to ambient temperature overnight, and concentrated under reduced pressure. The residue was partitioned between chloroform ...